Dataset: the Open Reaction Database (ORD), a public repository of structured organic reaction records. Task: describe an organic reaction: reactants, conditions, products, and yield As a reaction SMILES: [CH2:1]([N:8]1[CH2:15][CH:14]([OH:16])[CH2:13][N:12]([S:17]([C:20]2[CH:25]=[CH:24][CH:23]=[CH:22][CH:21]=2)(=[O:19])=[O:18])[CH2:11][CH:10](O)[CH2:9]1)[C:2]1[CH:7]=[CH:6][CH:5]=[CH:4][CH:3]=1.O.S(=O)(=O)(O)O.N>ClC1C=CC=CC=1.CCO>[CH2:1]([N:8]1[CH2:9][CH:10]2[O:16][CH:14]([CH2:13][N:12]([S:17]([C:20]3[CH:21]=[CH:22][CH:23]=[CH:24][CH:25]=3)(=[O:18])=[O:19])[CH2:11]2)[CH2:15]1)[C:2]1[CH:3]=[CH:4][CH:5]=[CH:6][CH:7]=1. The reactants are N (ammonia), C(C1=CC=CC=C1)N1CC(CN(CC(C1)O)S(=O)(=O)C1=CC=CC=C1)O (5-Benzyl-3,7-dihydroxy-1-phenylsulfonyl-1,5-diazacyclooctane), O (water), S(O)(O)(=O)=O (sulfuric acid). The yield is 9.0%. Product: C(C1=CC=CC=C1)N1CC2CN(CC(C1)O2)S(=O)(=O)C2=CC=CC=C2 (3-Benzyl-7-(phenylsulfonyl)-9-oxa-3,7-diazabicyclo[3.3.1]nonane). Run in ClC1=CC=CC=C1 (Chlorobenzene), CCO (EtOH). Reported procedure: The chlorobenzene solution from step (ii) above was treated at 50° C. with water (6 mL) and then concentrated sulfuric acid (60 mL) was added over 10 min. whilst maintaining the temperature at between 50 and 60° C. The mixture was then heated to 110° C. for 1 hour. The mixture was allowed to cool to 50° C. and EtOH (60 mL) was added in one portion, causing the internal temperature to rise to 67° C. The mixture was basified by the addition of aqueous ammonia (17.5%, 300 mL) with external cooling ... Reaction conditions: temperature 110 celsius, time 10 minute. The reactants are COc1ccc(C2=NN(C3CCNCC3)C(=O)C2(C)C)cc1OC, COc1ccc2c(OC)ccc(C(=O)O)c2c1. Yields the product COc1ccc2c(OC)ccc(C(=O)N3CCC(N4N=C(c5ccc(OC)c(OC)c5)C(C)(C)C4=O)CC3)c2c1. Reaction SMILES: [CH3:1][O:2][c:3]1[cH:4][c:5]([C:11]2=[N:15][N:14]([CH:16]3[CH2:17][CH2:18][NH:19][CH2:20][CH2:21]3)[C:13](=[O:22])[C:12]2([CH3:23])[CH3:24])[cH:6][cH:7][c:8]1[O:9][CH3:10].[CH3:25][O:26][c:27]1[cH:28][cH:29][c:30]([C:39](=[O:40])[OH:41])[c:31]2[cH:32][c:33]([O:37][CH3:38])[cH:34][cH:35][c:36]12>>[CH3:1][O:2][c:3]1[cH:4][c:5]([C:11]2=[N:15][N:14]([CH:16]3[CH2:17][CH2:18][N:19]([C:39]([c:30]4[cH:29][cH:28][c:27]([O:26][CH3:25])[c:36]5[c:31]4[cH:32][c:33]([O:37][CH3:38])[cH:34][cH:35]5)=[O:40])[CH2:20][CH2:21]3)[C:13](=[O:22])[C:12]2([CH3:23])[CH3:24])[cH:6][cH:7][c:8]1[O:9][CH3:10]. Reactants: COC(CBr)=O (monobromo acetic acid methyl ester), [O-]C#N.[K+] (potassium cyanate), CO (methanol). Solvent: CN(C)C=O (DMF). The product is COC(CNC(=O)OC)=O (methoxycarbonylamino acetic acid methyl ester). Yield: 64.3%. As a reaction SMILES: [CH3:1][O:2][C:3](=[O:6])[CH2:4]Br.[O-:7][C:8]#[N:9].[K+].[CH3:11][OH:12]>CN(C=O)C>[CH3:1][O:2][C:3](=[O:6])[CH2:4][NH:9][C:8]([O:12][CH3:11])=[O:7] |f:1.2|. Procedure: 10.71 grams of monobromo acetic acid methyl ester, 8.52 grams of potassium cyanate and 7.85 grams of methanol were heated in 70 ml of DMF following the procedure of Example 1 gave 6.62 grams (64.3%) of methoxycarbonylamino acetic acid methyl ester having a boiling point of 67°-8° C./0.0013 mbar. The reactants are ClC=1C(=NC(=C(C1N1C(C=2C(C1=O)=CC=CC2)=O)F)F)F (N-(3-chloro-2,5,6-trifluoropyridine-4-yl)phthalimide), C(C)(C)(C)N (t-butylamine). Run in C(C)#N (acetonitrile). Reaction conditions: time 30 minute. Product: C(C)(C)(C)NC1=NC(=C(C(=C1F)N1C(C=2C(C1=O)=CC=CC2)=O)Cl)F (N-[2-(t-butylamino)-5-chloro-3,6-difluoropyridine-4-yl]phthalimide). RXN SMILES: [Cl:1][C:2]1[C:3]([F:21])=[N:4][C:5](F)=[C:6]([F:19])[C:7]=1[N:8]1[C:12](=[O:13])[C:11]2=[CH:14][CH:15]=[CH:16][CH:17]=[C:10]2[C:9]1=[O:18].[C:22]([NH2:26])([CH3:25])([CH3:24])[CH3:23]>C(#N)C>[C:22]([NH:26][C:5]1[C:6]([F:19])=[C:7]([N:8]2[C:12](=[O:13])[C:11]3=[CH:14][CH:15]=[CH:16][CH:17]=[C:10]3[C:9]2=[O:18])[C:2]([Cl:1])=[C:3]([F:21])[N:4]=1)([CH3:25])([CH3:24])[CH3:23]. Procedure details: To 150 ml of acetonitrile was added 30.0 g of N-(3-chloro-2,5,6-trifluoropyridine-4-yl)phthalimide together with 42.2 g of t-butylamine, and the mixture was heated under reflux with stirring for 30 minutes. The solution was concentrated under reduced pressure, then 200 ml of chloroform was added, and washed with 100 ml of distilled water. The organic layer was dried over anhydrous magnesium sulfate and concentrated under reduced pressure to obtain about the title compound as colorless solid resi...